Dataset: the Open Reaction Database (ORD), a public repository of structured organic reaction records. Task: describe an organic reaction: reactants, conditions, products, and yield The reactants are CNC1=CC=CC=C1, CC1=CC=C(S(=O)(Cl)=O)C=C1. Reagents/catalysts: O=C([O-])O.[Na+] (NaHCO3). Solvent: O (water), OCCOCCOCCOCCOCCO (PEG400), CC(C)=O (acetone). Conditions: temperature 25 celsius, pressure 100 psi, time 20 minute. Product: Cc1ccc(S(=O)(=O)N(C)c2ccccc2)cc1. Yield: 95.0%. Reactants: [H-], [Na+], Cc1ccc(S(=O)(=O)OCC2CO2)cc1, CN(C)C=O, Oc1ccnc2ccccc12. The product is c1ccc2c(OCC3CO3)ccnc2c1. As a reaction SMILES: [H-:1].[Na+:2].[O:14]([S:15]([c:16]1[cH:17][cH:18][c:19]([CH3:20])[cH:21][cH:22]1)(=[O:23])=[O:24])[CH2:25][CH:26]1[CH2:27][O:28]1.[O:29]=[CH:30][N:31]([CH3:32])[CH3:33].[OH:3][c:4]1[cH:5][cH:6][n:7][c:8]2[cH:9][cH:10][cH:11][cH:12][c:13]12>>[O:3]([c:4]1[cH:5][cH:6][n:7][c:8]2[cH:9][cH:10][cH:11][cH:12][c:13]12)[CH2:25][CH:26]1[CH2:27][O:28]1. Reactants: BrCC1CCC1, CC1=C(C#N)C(c2ccc(C#N)cc2S(=O)[O-])N(C)C(=O)N1c1cccc(C(F)(F)F)c1, [Na+], CN(C)C=O. The product is CC1=C(C#N)C(c2ccc(C#N)cc2S(=O)(=O)CC2CCC2)N(C)C(=O)N1c1cccc(C(F)(F)F)c1. As a reaction SMILES: [Br:34][CH2:35][CH:36]1[CH2:37][CH2:38][CH2:39]1.[C:1](#[N:2])[c:3]1[cH:4][cH:5][c:6]([CH:12]2[N:13]([CH3:32])[C:14](=[O:31])[N:15]([c:21]3[cH:22][c:23]([C:27]([F:28])([F:29])[F:30])[cH:24][cH:25][cH:26]3)[C:16]([CH3:20])=[C:17]2[C:18]#[N:19])[c:7]([S:9](=[O:10])[O-:11])[cH:8]1.[Na+:33].[O:40]=[CH:41][N:42]([CH3:43])[CH3:44]>>[C:1](#[N:2])[c:3]1[cH:4][cH:5][c:6]([CH:12]2[N:13]([CH3:32])[C:14](=[O:31])[N:15]([c:21]3[cH:22][c:23]([C:27]([F:28])([F:29])[F:30])[cH:24][cH:25][cH:26]3)[C:16]([CH3:20])=[C:17]2[C:18]#[N:19])[c:7]([S:9](=[O:10])(=[O:11])[CH2:35][CH:36]2[CH2:37][CH2:38][CH2:39]2)[cH:8]1. The reactants are CO (methanol), C(=O)=O (carbon dioxide), [OH-].[Ca+2].[OH-] (calcium hydroxide), C(CCCCCCC\C=C/CCCCCCCC)(=O)O (oleic acid). The solvent is Petroleum, C(CCCCCCC)O (octanol), O (water). Conditions: temperature 160 celsius, time 30 minute. Yields the product C(CCCCCCC\C=C/CCCCCCCC)(=O)[O-].[Ca+2].C(CCCCCCC\C=C/CCCCCCCC)(=O)[O-].C([O-])([O-])=O (calcium oleate carbonate). As a reaction SMILES: CO.[OH-].[Ca+2:4].[OH-].[C:6]([OH:25])(=[O:24])[CH2:7][CH2:8][CH2:9][CH2:10][CH2:11][CH2:12][CH2:13]/[CH:14]=[CH:15]\[CH2:16][CH2:17][CH2:18][CH2:19][CH2:20][CH2:21][CH2:22][CH3:23].[C:26](=[O:28])=[O:27]>O.C(O)CCCCCCC>[C:6]([O-:25])(=[O:24])[CH2:7][CH2:8][CH2:9][CH2:10][CH2:11][CH2:12][CH2:13]/[CH:14]=[CH:15]\[CH2:16][CH2:17][CH2:18][CH2:19][CH2:20][CH2:21][CH2:22][CH3:23].[Ca+2:4].[C:6]([O-:25])(=[O:24])[CH2:7][CH2:8][CH2:9][CH2:10][CH2:11][CH2:12][CH2:13]/[CH:14]=[CH:15]\[CH2:16][CH2:17][CH2:18][CH2:19][CH2:20][CH2:21][CH2:22][CH3:23].[C:26](=[O:24])([O-:28])[O-:27] |f:1.2.3,8.9.10.11|. Procedure: To a mixture of 40 g of methanol, 30 g of octanol and 280 g of process oil (PUREXX12 : Esso Petroleum) was added 111 g of calcium hydroxide gradually to disperse it, 86 g of oleic acid was added, the mixture was stirred for 30 minutes, and carbon dioxide (20 L/hour) was blown thereinto at 50° C. for 6 hours to progress reaction. The mixture was gradually warmed to 160° C. to continue reaction while the formed water and the alcohol were distilled off, and then filtered to give a brown solution of... Reactants: C(#N)C1=C(C(=C(C=C1)C=1C=NN(C1O)C1=NC=C(C(=O)O)C=C1)C)F (6-(4-(4-cyano-3-fluoro-2-methylphenyl)-5-hydroxy-1H-pyrazol-1-yl)nicotinic acid), CN(C1CNC1)C (N,N-dimethylazetidin-3-amine). Product: CN(C1CN(C1)C(=O)C=1C=CC(=NC1)N1N=CC(=C1O)C1=C(C(=C(C#N)C=C1)F)C)C (4-(1-(5-(3-(dimethylamino)azetidine-1-carbonyl)pyridin-2-yl)-5-hydroxy-1H-pyrazol-4-yl)-2-fluoro-3-methylbenzonitrile). As a reaction SMILES: [C:1]([C:3]1[CH:8]=[CH:7][C:6]([C:9]2[CH:10]=[N:11][N:12]([C:15]3[CH:23]=[CH:22][C:18]([C:19](O)=[O:20])=[CH:17][N:16]=3)[C:13]=2[OH:14])=[C:5]([CH3:24])[C:4]=1[F:25])#[N:2].[CH3:26][N:27]([CH3:32])[CH:28]1[CH2:31][NH:30][CH2:29]1>>[CH3:26][N:27]([CH3:32])[CH:28]1[CH2:31][N:30]([C:19]([C:18]2[CH:22]=[CH:23][C:15]([N:12]3[C:13]([OH:14])=[C:9]([C:6]4[CH:7]=[CH:8][C:3]([C:1]#[N:2])=[C:4]([F:25])[C:5]=4[CH3:24])[CH:10]=[N:11]3)=[N:16][CH:17]=2)=[O:20])[CH2:29]1. Procedure details: The title compound was prepared in a manner similar to Example 301 using 6-(4-(4-cyano-3-fluoro-2-methylphenyl)-5-hydroxy-1H-pyrazol-1-yl)nicotinic acid and N,N-dimethylazetidin-3-amine. 1H NMR (500 MHz, DMSO-d6) δ ppm 2.33 (d, J=1.95 Hz, 3H) 2.81 (s, 6H) 4.07-4.21 (m, 1H) 4.29 (br. s., 2H) 4.47-4.59 (m, 1H) 4.66 (m, J=7.80 Hz, 1H) 7.63 (br. s., 1H) 7.71-7.78 (m, 1H) 7.91-8.81 (m, 4H). ESI-MS m/z [M+H]+ 421.3. The product is COc1cc(CC2c3cc(OCc4ccccc4)c(OCc4ccccc4)cc3CCN2C(C)=O)cc(OC)c1OC. Reactants: COc1cc(C=C2c3cc(OCc4ccccc4)c(OCc4ccccc4)cc3CCN2C(C)=O)cc(OC)c1OC, ClCCl, CCO. RXN SMILES: [C:1]([CH3:2])(=[O:3])[N:4]1[C:5](=[CH:30][c:31]2[cH:32][c:33]([O:41][CH3:42])[c:34]([O:39][CH3:40])[c:35]([O:37][CH3:38])[cH:36]2)[c:6]2[cH:7][c:8]([O:22][CH2:23][c:24]3[cH:25][cH:26][cH:27][cH:28][cH:29]3)[c:9]([O:14][CH2:15][c:16]3[cH:17][cH:18][cH:19][cH:20][cH:21]3)[cH:10][c:11]2[CH2:12][CH2:13]1.[CH2:46]([Cl:47])[Cl:48].[CH3:43][CH2:44][OH:45]>>[C:1]([CH3:2])(=[O:3])[N:4]1[CH:5]([CH2:30][c:31]2[cH:32][c:33]([O:41][CH3:42])[c:34]([O:39][CH3:40])[c:35]([O:37][CH3:38])[cH:36]2)[c:6]2[cH:7][c:8]([O:22][CH2:23][c:24]3[cH:25][cH:26][cH:27][cH:28][cH:29]3)[c:9]([O:14][CH2:15][c:16]3[cH:17][cH:18][cH:19][cH:20][cH:21]3)[cH:10][c:11]2[CH2:12][CH2:13]1. Starting materials: NN, O, NC(=O)c1ccnc(C(N)=O)n1. Yields the product NNNC(=O)c1nccc(C(N)=O)n1. As a reaction SMILES: [NH2:14][NH2:15].[OH2:13].[n:1]1[c:2]([C:10](=[O:11])[NH2:12])[n:3][c:4]([C:7](=[O:8])[NH2:9])[cH:5][cH:6]1>>[n:1]1[c:2]([C:10](=[O:11])[NH:12][NH:14][NH2:15])[n:3][c:4]([C:7](=[O:8])[NH2:9])[cH:5][cH:6]1. Procedure details: 1,3-Di-cyclopropylmethyl-8-nitro xanthine (6 g, 0.023 mol) was dissolved in dimethylformamide (20 ml) and reacted with phosphorus oxychloride (14 g), for 1 hour at 120° C. The mixture was then treated with water and stirred for 1 hour at room temperature. The precipitate was filtered off, dissolved in ethyl acetate, dried over anhydrous sodium sulphate and the solvent was removed in vacuo, yield 2.5 g (40%), m.pt. 220° C. Reaction SMILES: [CH:1]1([CH2:4][N:5]2[C:14](=[O:15])[C:13]3[NH:12][C:11]([N+]([O-])=O)=[N:10][C:9]=3[N:8]([CH2:19][CH:20]3[CH2:22][CH2:21]3)[C:6]2=[O:7])[CH2:3][CH2:2]1.P(Cl)(Cl)([Cl:25])=O.O>CN(C)C=O>[CH:1]1([CH2:4][N:5]2[C:14](=[O:15])[C:13]3[NH:12][C:11]([Cl:25])=[N:10][C:9]=3[N:8]([CH2:19][CH:20]3[CH2:22][CH2:21]3)[C:6]2=[O:7])[CH2:3][CH2:2]1. The product is C1(CC1)CN1C(=O)N(C=2N=C(NC2C1=O)Cl)CC1CC1 (1,3-Di-cyclopropylmethyl-8-chloro xanthine). The solvent is CN(C=O)C (dimethylformamide). Reaction conditions: time 1 hour. Starting materials: P(=O)(Cl)(Cl)Cl (phosphorus oxychloride), C1(CC1)CN1C(=O)N(C=2N=C(NC2C1=O)[N+](=O)[O-])CC1CC1 (1,3-Di-cyclopropylmethyl-8-nitro xanthine), O (water). Starting materials: [BH4-], CO, [Cl-], O=C1COc2cc(N3CCCCC3)c(Cl)cc21, [NH4+], [Na+], O. Yields the product OC1COc2cc(N3CCCCC3)c(Cl)cc21. As a reaction SMILES: [BH4-:1].[CH3:22][OH:23].[Cl-:20].[Cl:3][c:4]1[c:5]([N:14]2[CH2:15][CH2:16][CH2:17][CH2:18][CH2:19]2)[cH:6][c:7]2[c:8]([cH:13]1)[C:9](=[O:12])[CH2:10][O:11]2.[NH4+:21].[Na+:2].[OH2:24]>>[Cl:3][c:4]1[c:5]([N:14]2[CH2:15][CH2:16][CH2:17][CH2:18][CH2:19]2)[cH:6][c:7]2[c:8]([cH:13]1)[CH:9]([OH:12])[CH2:10][O:11]2. The reactants are CC(C)C[Al+]CC(C)C, COC(=O)c1ccnc(Nc2nc(C)cs2)c1, [H-]. Yields the product Cc1csc(Nc2cc(CO)ccn2)n1. Reaction SMILES: [CH2:19]([Al+:20][CH2:21][CH:22]([CH3:23])[CH3:24])[CH:25]([CH3:26])[CH3:27].[CH3:1][c:2]1[n:3][c:4]([NH:7][c:8]2[cH:9][c:10]([C:11](=[O:12])[O:13][CH3:14])[cH:15][cH:16][n:17]2)[s:5][cH:6]1.[H-:18]>>[CH3:1][c:2]1[n:3][c:4]([NH:7][c:8]2[cH:9][c:10]([CH2:11][OH:12])[cH:15][cH:16][n:17]2)[s:5][cH:6]1.